This data is from the Open Reaction Database (ORD), a public repository of structured organic reaction records. The task is: describe an organic reaction: reactants, conditions, products, and yield Starting materials: CC1=CC=C(C=C1)S(=O)(=O)OCC(CC=1C(=C2C3CCC(C2=C(C1)OC)CC3)O)O ((±)-2-hydroxy-3-(5-hydroxy-8-methoxy-1,2,3,4-tetrahydro-1,4-ethanonaphthalen-6-yl)propyl 4-methylbenzenesulfonate), Intermediate 5, C1(=CC=CC=C1)P(C1=CC=CC=C1)C1=CC=CC=C1 (triphenylphosphine), CCOC(=O)/N=N/C(=O)OCC (diethylazodicarboxylate). The product is CC1=CC=C(C=C1)S(=O)(=O)OCC1CC2=C(O1)C=1C3CCC(C1C(=C2)OC)CC3 ((±)-(5-methoxy-2,3,6,7,8,9-hexahydro-6,9-ethanonaphtho[1,2-b]furan-2-yl)methyl 4-methylbenzenesulfonate). Yield: 75.1%. Reaction SMILES: [CH3:1][C:2]1[CH:7]=[CH:6][C:5]([S:8]([O:11][CH2:12][CH:13]([OH:30])[CH2:14][C:15]2[C:16](O)=[C:17]3[C:22](=[C:23]([O:25][CH3:26])[CH:24]=2)[CH:21]2[CH2:27][CH2:28][CH:18]3[CH2:19][CH2:20]2)(=[O:10])=[O:9])=[CH:4][CH:3]=1.C1(P(C2C=CC=CC=2)C2C=CC=CC=2)C=CC=CC=1.CCOC(/N=N/C(OCC)=O)=O>>[CH3:1][C:2]1[CH:3]=[CH:4][C:5]([S:8]([O:11][CH2:12][CH:13]2[O:30][C:16]3[C:17]4[CH:18]5[CH2:19][CH2:20][CH:21]([C:22]=4[C:23]([O:25][CH3:26])=[CH:24][C:15]=3[CH2:14]2)[CH2:27][CH2:28]5)(=[O:9])=[O:10])=[CH:6][CH:7]=1. Procedure details: Treatment of (±)-2-hydroxy-3-(5-hydroxy-8-methoxy-1,2,3,4-tetrahydro-1,4-ethanonaphthalen-6-yl)propyl 4-methylbenzenesulfonate (15.14 g, 35.0 mmol) with triphenylphosphine (10.10 g, 38.5 mmol) followed by diethylazodicarboxylate (6.71 g, 38.5 mmol) generally according to the procedure described for Intermediate 5 afforded 10.9 g (75%) of (±)-(5-methoxy-2,3,6,7,8,9-hexahydro-6,9-ethanonaphtho[1,2-b]furan-2-yl)methyl 4-methylbenzenesulfonate as a white solid. mp 136-141° C.; Anal. calcd. for C23H2... Reactants: C(C1=CC=CC=C1)C1=C(C(=CC=C1)C)NC(CCCCl)=O (2-benzyl-1-(4-chlorobutyrylamino)-6-methylbenzene), FC1=CC=C(C=C1)CC1=CC=C(C=C1)N1CCNCC1 (1-[4-(4-fluorophenyl)methylphenyl]piperazine). Product: C(C1=CC=CC=C1)C1=C(C(=CC=C1)C)NC(CCCN1CCN(CC1)C1=CC=C(C=C1)CC1=CC=C(C=C1)F)=O (2-benzyl-1-[4-(4-(4-(4-fluorophenyl)methylphenyl)piperazin-1-yl)butyrylamino]-6-methylbenzene). Reaction SMILES: [CH2:1]([C:8]1[CH:13]=[CH:12][CH:11]=[C:10]([CH3:14])[C:9]=1[NH:15][C:16](=[O:21])[CH2:17][CH2:18][CH2:19]Cl)[C:2]1[CH:7]=[CH:6][CH:5]=[CH:4][CH:3]=1.[F:22][C:23]1[CH:28]=[CH:27][C:26]([CH2:29][C:30]2[CH:35]=[CH:34][C:33]([N:36]3[CH2:41][CH2:40][NH:39][CH2:38][CH2:37]3)=[CH:32][CH:31]=2)=[CH:25][CH:24]=1>>[CH2:1]([C:8]1[CH:13]=[CH:12][CH:11]=[C:10]([CH3:14])[C:9]=1[NH:15][C:16](=[O:21])[CH2:17][CH2:18][CH2:19][N:39]1[CH2:38][CH2:37][N:36]([C:33]2[CH:32]=[CH:31][C:30]([CH2:29][C:26]3[CH:27]=[CH:28][C:23]([F:22])=[CH:24][CH:25]=3)=[CH:35][CH:34]=2)[CH2:41][CH2:40]1)[C:2]1[CH:7]=[CH:6][CH:5]=[CH:4][CH:3]=1. Procedure: The compound (14) synthesized in Reference Example 14 and the compound (5) synthesized in Reference Example 5 were used to produce the above compound in the same way as Example 1. Reactants: C1(=CC=C(C=C1)C1=COC=C1)C1=CC=CC=C1 (3-biphenyl-4-yl-furan), BrC1=CC=C(C=C1)C1=CC=C(C=C1)C#N (4′-bromo-biphenyl-4-carbonitrile). The solvent is CO (MeOH). Product: O1C=C(C=C1)C1=CC=C(C=C1)C1=CC=C(C=C1)C#N (4′-furan-3-yl-biphenyl-4-carbonitrile). The yield is 53.0%. RXN SMILES: [C:1]1([C:12]2[CH:17]=[CH:16][CH:15]=[CH:14][CH:13]=2)[CH:6]=[CH:5][C:4]([C:7]2[CH:11]=[CH:10][O:9][CH:8]=2)=[CH:3][CH:2]=1.BrC1C=CC(C2C=CC([C:31]#[N:32])=CC=2)=CC=1>CO>[O:9]1[CH:10]=[CH:11][C:7]([C:4]2[CH:5]=[CH:6][C:1]([C:12]3[CH:17]=[CH:16][C:15]([C:31]#[N:32])=[CH:14][CH:13]=3)=[CH:2][CH:3]=2)=[CH:8]1. Procedure details: As described in Example 1(a) for the preparation of 3-biphenyl-4-yl-furan, crude 4′-bromo-biphenyl-4-carbonitrile (200 mg, 0.775 mmol) and 3-fuiranboronic acid (see Thompson, W. J.; Gaudino, G. J. Org. Chem. 1984, 49, 5237-5243; 105 mg, 0.937 mmol) in MeOH (2 mL) were coupled to give a yellow solid, which was purified via preparative TLC. Elution with EtOAc:benzene (1:99) provided 100 mg (53%) of 4′-furan-3-yl-biphenyl-4-carbonitrile as a grey powder, mp 199-203° C. Starting materials: CBr, CC#N, ClC(Cl)Cl, O=C(NC1CN2CCC1CC2)C1(O)c2ccccc2-c2ccccc21. Product: [Br-], C[N+]12CCC(CC1)C(NC(=O)C1(O)c3ccccc3-c3ccccc31)C2. Reaction SMILES: [CH3:26][Br:27].[CH3:28][C:29]#[N:30].[Cl:31][CH:32]([Cl:33])[Cl:34].[N:1]12[CH2:2][CH:3]([NH:9][C:10](=[O:11])[C:12]3([OH:25])[c:13]4[cH:14][cH:15][cH:16][cH:17][c:18]4-[c:19]4[cH:20][cH:21][cH:22][cH:23][c:24]43)[CH:4]([CH2:5][CH2:6]1)[CH2:7][CH2:8]2>>[Br-:27].[N+:1]12([CH3:26])[CH2:2][CH:3]([NH:9][C:10](=[O:11])[C:12]3([OH:25])[c:13]4[cH:14][cH:15][cH:16][cH:17][c:18]4-[c:19]4[cH:20][cH:21][cH:22][cH:23][c:24]43)[CH:4]([CH2:5][CH2:6]1)[CH2:7][CH2:8]2. Reactants: ClC(Cl)=CCOc1cc(Cl)c(OCCCOc2ccc(I)cc2)c(Cl)c1, [Cu]I, [K+], [K+], [K+], NCCN, O=C1NCCO1, C1COCCO1, O=P([O-])([O-])[O-]. Yields the product O=C1OCCN1c1ccc(OCCCOc2c(Cl)cc(OCC=C(Cl)Cl)cc2Cl)cc1. As a reaction SMILES: [Cl:13][c:14]1[c:15]([O:27][CH2:28][CH2:29][CH2:30][O:31][c:32]2[cH:33][cH:34][c:35]([I:38])[cH:36][cH:37]2)[c:16]([Cl:26])[cH:17][c:18]([O:20][CH2:21][CH:22]=[C:23]([Cl:24])[Cl:25])[cH:19]1.[Cu:51][I:52].[K+:10].[K+:11].[K+:12].[NH2:1][CH2:2][CH2:3][NH2:4].[O:39]1[C:40](=[O:44])[NH:41][CH2:42][CH2:43]1.[O:45]1[CH2:46][CH2:47][O:48][CH2:49][CH2:50]1.[P:5]([O-:6])([O-:7])([O-:8])=[O:9]>>[Cl:13][c:14]1[c:15]([O:27][CH2:28][CH2:29][CH2:30][O:31][c:32]2[cH:33][cH:34][c:35]([N:41]3[C:40](=[O:44])[O:39][CH2:43][CH2:42]3)[cH:36][cH:37]2)[c:16]([Cl:26])[cH:17][c:18]([O:20][CH2:21][CH:22]=[C:23]([Cl:24])[Cl:25])[cH:19]1. Solvent: O (water). Run at temperature 160 celsius. Procedure details: A mixture of 56.3 mg (0.150 mmol) of 3-(6-fluoropyridin-2-yl)-5-(pyridin-3-yl)-1-(tetrahydro-2H-pyran-2-yl)-1H-pyrazolo[3,4-c]pyridine and 1.0 ml (15.0 mmol) of 1,2-ethylenediamine was heated at 160° C. for 30 min. The mixture was mixed with water and extracted with ethyl acetate. The organic extracts were washed with water 3 times, brine, dried over MgSO4 and concentrated. The residue was heated in a mixture of 4 M of hydrogen chloride in 6 ml of dioxane and 2 ml of conc. hydrochloric acid at 6... RXN SMILES: F[C:2]1[N:7]=[C:6]([C:8]2[C:16]3[C:11](=[CH:12][N:13]=[C:14]([C:17]4[CH:18]=[N:19][CH:20]=[CH:21][CH:22]=4)[CH:15]=3)[N:10](C3CCCCO3)[N:9]=2)[CH:5]=[CH:4][CH:3]=1.[CH2:29]([NH2:32])[CH2:30][NH2:31]>O>[N:19]1[CH:20]=[CH:21][CH:22]=[C:17]([C:14]2[CH:15]=[C:16]3[C:8]([C:6]4[N:7]=[C:2]([NH:31][CH2:30][CH2:29][NH2:32])[CH:3]=[CH:4][CH:5]=4)=[N:9][NH:10][C:11]3=[CH:12][N:13]=2)[CH:18]=1. Reactants: FC1=CC=CC(=N1)C1=NN(C2=CN=C(C=C21)C=2C=NC=CC2)C2OCCCC2 (3-(6-fluoropyridin-2-yl)-5-(pyridin-3-yl)-1-(tetrahydro-2H-pyran-2-yl)-1H-pyrazolo[3,4-c]pyridine), C(CN)N (1,2-ethylenediamine). The product is N1=CC(=CC=C1)C=1C=C2C(=CN1)NN=C2C2=CC=CC(=N2)NCCN (N1-(6-(5-(pyridin-3-yl)-1H-pyrazolo[3,4-c]pyridin-3-yl)pyridin-2-yl)ethane-1,2-diamine). Starting materials: C(C)S(=O)(=O)N1CCC(CC1)C1=CNC2=C(C=C(C=C12)C1=CSC(=C1)C=O)C(=O)N (3-[1-(ethylsulfonyl)-4-piperidinyl]-5-(5-formyl-3-thienyl)-1H-indole-7-carboxamide), FC([C@H]1NCCC1)(F)F ((2S)-2-(trifluoromethyl)pyrrolidine), CO (MeOH), [BH4-].[Na+] (sodium borohydride). Reagents/catalysts: C(C)(=O)O (acetic acid). Solvent: C(Cl)Cl (DCM). Conditions: time 6 hour. Product: FC(C(=O)O)(F)F.C(C)S(=O)(=O)N1CCC(CC1)C1=CNC2=C(C=C(C=C12)C1=CSC(=C1)CN1[C@@H](CCC1)C(F)(F)F)C(=O)N (3-[1-(ethylsulfonyl)-4-piperidinyl]-5-(5-{[(2S)-2-(trifluoromethyl)-1-pyrrolidinyl]methyl}-3-thienyl)-1H-indole-7-carboxamide trifluoroacetate). Isolated yield 8.0%. Reaction SMILES: [CH2:1]([S:3]([N:6]1[CH2:11][CH2:10][CH:9]([C:12]2[C:20]3[C:15](=[C:16]([C:28]([NH2:30])=[O:29])[CH:17]=[C:18]([C:21]4[CH:25]=[C:24]([CH:26]=O)[S:23][CH:22]=4)[CH:19]=3)[NH:14][CH:13]=2)[CH2:8][CH2:7]1)(=[O:5])=[O:4])[CH3:2].[F:31][C:32]([F:39])([F:38])[C@@H:33]1[CH2:37][CH2:36][CH2:35][NH:34]1.[BH4-].[Na+].[CH3:42][OH:43]>C(Cl)Cl.C(O)(=O)C>[F:31][C:32]([F:39])([F:38])[C:42]([OH:4])=[O:43].[CH2:1]([S:3]([N:6]1[CH2:11][CH2:10][CH:9]([C:12]2[C:20]3[C:15](=[C:16]([C:28]([NH2:30])=[O:29])[CH:17]=[C:18]([C:21]4[CH:25]=[C:24]([CH2:26][N:34]5[CH2:35][CH2:36][CH2:37][C@H:33]5[C:32]([F:39])([F:38])[F:31])[S:23][CH:22]=4)[CH:19]=3)[NH:14][CH:13]=2)[CH2:8][CH2:7]1)(=[O:4])=[O:5])[CH3:2] |f:2.3,7.8|. Reported procedure: To a solution of 3-[1-(ethylsulfonyl)-4-piperidinyl]-5-(5-formyl-3-thienyl)-1H-indole-7-carboxamide (50 mg, 0.112 mmol) in DCM (3.0 mL) and MeOH (1.5 mL) was added (2S)-2-(trifluoromethyl)pyrrolidine (156 mg, 1.12 mmol) and acetic acid (5 drops). After 6 h of stirring at room temperature, sodium borohydride (43 mg, 1.12 mmol) was added and the reaction was stirred overnight at room temperature. The reaction mixture was purified by Gilson Preparatory HPLC to give 5.0 mg of the title compound (8%)...